This data is from the Open Reaction Database (ORD), a public repository of structured organic reaction records. The task is: describe an organic reaction: reactants, conditions, products, and yield The reactants are C(C)(C)(C)OC(=O)N1CCN(CC1)C1=C(C=NC2=CC(=C(C=C12)OC)OC)C(=O)OCC (4-(6,7-dimethoxy-3-ethoxycarbonyl-4-quinolyl)-1-piperazinecarboxylic acid tert-butyl ester), C(C)(C)(C)OC(=O)N1CCN(CC1)C1=NC=NC2=CC(=C(C=C12)F)F (4-(6,7-difluoro-4-quinazolinyl)-1-piperazinecarboxylic acid tert-butyl ester), [N-]=C=S (isothiocyanate). Yields the product COC=1C=C2C(=CC=NC2=CC1OC)N1CCN(CC1)C(=O)NC1=CC=C(C=C1)OC1=CC=CC=C1 (4-(6,7-Dimethoxy-4-quinolyl)-N-(4-phenoxyphenyl)-1-piperazinecarboxamide). As a reaction SMILES: C(O[C:6]([N:8]1[CH2:13][CH2:12][N:11]([C:14]2[C:23]3[C:18](=[CH:19][C:20]([O:26][CH3:27])=[C:21]([O:24][CH3:25])[CH:22]=3)[N:17]=[CH:16][C:15]=2C(OCC)=O)[CH2:10][CH2:9]1)=[O:7])(C)(C)C.C(OC(N1CCN(C2[C:55]3[C:50](=[CH:51][C:52](F)=[C:53](F)[CH:54]=3)N=CN=2)CC1)=O)(C)(C)C.[N-:58]=[C:59]=S>>[CH3:25][O:24][C:21]1[CH:22]=[C:23]2[C:18](=[CH:19][C:20]=1[O:26][CH3:27])[N:17]=[CH:16][CH:15]=[C:14]2[N:11]1[CH2:10][CH2:9][N:8]([C:6]([NH:58][C:59]2[CH:23]=[CH:22][C:21]([O:24][C:50]3[CH:51]=[CH:52][CH:53]=[CH:54][CH:55]=3)=[CH:20][CH:19]=2)=[O:7])[CH2:13][CH2:12]1. Procedure: In the following Examples 408-410, substantially the same procedure as in Example 329 was repeated, except that 4-(6,7-dimethoxy-3-ethoxycarbonyl-4-quinolyl)-1-piperazinecarboxylic acid tert-butyl ester obtained in Reference Example 18 was used in place of 4-(6,7-difluoro-4-quinazolinyl)-1-piperazinecarboxylic acid tert-butyl ester, and the corresponding isothiocyanate was used in place of 4-phenoxyphenyl isocyanate (used in Example 408), to give the desired compound.